This data is from the Open Reaction Database (ORD), a public repository of structured organic reaction records. The task is: describe an organic reaction: reactants, conditions, products, and yield Reactants: FC(C(CO)(OC(C(OC(C(C(F)(F)F)(F)F)(F)F)(F)C(F)(F)F)(F)F)F)(F)F (2,5-bis-trifluoromethyl-2,4,4,5,7,7,8,8,9,9,9-undecafluoro-3,6-dioxanonanol), ClCC1=CC=C(C=C)C=C1 (p-chloromethylstyrene). The product is FC(C(COCC1=CC=C(C=C)C=C1)(OC(C(OC(C(C(F)(F)F)(F)F)(F)F)(F)C(F)(F)F)(F)F)F)(F)F (p-(4,7-bistrifluoromethyl-4,6,6,7,9,9,10,10,11,11,11-undecafluoro-2,5,8-trioxaundecyl)styrene). The yield is 70.2%. As a reaction SMILES: [F:1][C:2]([F:29])([F:28])[C:3]([F:27])([O:6][C:7]([F:26])([F:25])[C:8]([C:21]([F:24])([F:23])[F:22])([F:20])[O:9][C:10]([F:19])([F:18])[C:11]([F:17])([F:16])[C:12]([F:15])([F:14])[F:13])[CH2:4][OH:5].Cl[CH2:31][C:32]1[CH:39]=[CH:38][C:35]([CH:36]=[CH2:37])=[CH:34][CH:33]=1>>[F:1][C:2]([F:28])([F:29])[C:3]([F:27])([O:6][C:7]([F:25])([F:26])[C:8]([C:21]([F:24])([F:23])[F:22])([F:20])[O:9][C:10]([F:18])([F:19])[C:11]([F:17])([F:16])[C:12]([F:15])([F:14])[F:13])[CH2:4][O:5][CH2:31][C:32]1[CH:39]=[CH:38][C:35]([CH:36]=[CH2:37])=[CH:34][CH:33]=1. Procedure: As in Example 1, 96.4 grams (0.2 mol) of 2,5-bis-trifluoromethyl-2,4,4,5,7,7,8,8,9,9,9-undecafluoro-3,6-dioxanonanol was reacted with 30.6 grams (0.2 mol) of p-chloromethylstyrene, yielding as a fraction at 96°-97° C. and 1.4×10-4 mmHg 84 grams (yield 70%) of p-(4,7-bistrifluoromethyl-4,6,6,7,9,9,10,10,11,11,11-undecafluoro-2,5,8-trioxaundecyl)styrene. ##STR13## The reactants are C1COCCO1, CO, CCO, O=C(O)C(F)(F)F, [K+], [K+], [K+], Nc1nc(Cl)c2[nH]c(=O)n(C3CCOCC3)c2n1, CC(=O)[O-], CC(=O)[O-], O=P([O-])([O-])[O-], [Pd+2], OB(O)c1ccncc1. The product is Nc1nc(-c2ccncc2)c2[nH]c(=O)n(C3CCOCC3)c2n1. As a reaction SMILES: [CH2:54]1[O:55][CH2:56][CH2:57][O:58][CH2:59]1.[CH3:43][OH:44].[CH3:60][CH2:61][OH:62].[F:36][C:37]([F:38])([F:39])[C:40]([OH:41])=[O:42].[K+:33].[K+:34].[K+:35].[NH2:1][c:2]1[n:3][c:4]([Cl:18])[c:5]2[nH:6][c:7](=[O:17])[n:8]([CH:11]3[CH2:12][CH2:13][O:14][CH2:15][CH2:16]3)[c:9]2[n:10]1.[O-:46][C:47]([CH3:48])=[O:49].[O-:50][C:51]([CH3:52])=[O:53].[P:28]([O-:29])([O-:30])([O-:31])=[O:32].[Pd+2:45].[n:19]1[cH:20][cH:21][c:22]([B:25]([OH:26])[OH:27])[cH:23][cH:24]1>>[NH2:1][c:2]1[n:3][c:4](-[c:22]2[cH:21][cH:20][n:19][cH:24][cH:23]2)[c:5]2[nH:6][c:7](=[O:17])[n:8]([CH:11]3[CH2:12][CH2:13][O:14][CH2:15][CH2:16]3)[c:9]2[n:10]1. The reactants are CC(C)(C)OC(=O)NCCO, O=C(NCCCCc1ccc(O)cc1)OCc1ccccc1, C1CCOC1. The product is CC(C)(C)OC(=O)NCCOc1ccc(CCCCNC(=O)OCc2ccccc2)cc1. Reaction SMILES: [C:23]([CH3:24])([CH3:25])([CH3:26])[O:27][C:28]([NH:29][CH2:30][CH2:31][OH:32])=[O:33].[CH2:1]([c:2]1[cH:3][cH:4][cH:5][cH:6][cH:7]1)[O:8][C:9]([NH:10][CH2:11][CH2:12][CH2:13][CH2:14][c:15]1[cH:16][cH:17][c:18]([OH:21])[cH:19][cH:20]1)=[O:22].[CH2:34]1[O:35][CH2:36][CH2:37][CH2:38]1>>[CH2:1]([c:2]1[cH:3][cH:4][cH:5][cH:6][cH:7]1)[O:8][C:9]([NH:10][CH2:11][CH2:12][CH2:13][CH2:14][c:15]1[cH:16][cH:17][c:18]([O:21][CH2:31][CH2:30][NH:29][C:28]([O:27][C:23]([CH3:24])([CH3:25])[CH3:26])=[O:33])[cH:19][cH:20]1)=[O:22]. Yields the product CN(C)C=C(C(=O)c1cccc2c1OC(F)(F)O2)C(=O)C1CC1. As a reaction SMILES: [CH3:20][O:21][CH:22]([N:23]([CH3:24])[CH3:25])[O:26][CH3:27].[CH3:28][c:29]1[cH:30][cH:31][cH:32][cH:33][cH:34]1.[CH:1]1([C:4]([CH2:5][C:6](=[O:7])[c:8]2[cH:9][cH:10][cH:11][c:12]3[c:16]2[O:15][C:14]([F:17])([F:18])[O:13]3)=[O:19])[CH2:2][CH2:3]1>>[CH:1]1([C:4]([C:5]([C:6](=[O:7])[c:8]2[cH:9][cH:10][cH:11][c:12]3[c:16]2[O:15][C:14]([F:17])([F:18])[O:13]3)=[CH:22][N:23]([CH3:24])[CH3:25])=[O:19])[CH2:2][CH2:3]1. Starting materials: COC(OC)N(C)C, Cc1ccccc1, O=C(CC(=O)C1CC1)c1cccc2c1OC(F)(F)O2. Starting materials: C=CCCC1(C(=O)OCC)CCN(C(=O)OC(C)(C)C)CC1, O=[Os](=O)(=O)=O, O. Yields the product CCOC(=O)C1(CCC=O)CCN(C(=O)OC(C)(C)C)CC1. Reaction SMILES: [CH2:1]([CH3:2])[O:3][C:4](=[O:5])[C:6]1([CH2:19][CH2:20][CH:21]=[CH2:22])[CH2:7][CH2:8][N:9]([C:12](=[O:13])[O:14][C:15]([CH3:16])([CH3:17])[CH3:18])[CH2:10][CH2:11]1.[O:24]=[Os:25](=[O:26])(=[O:27])=[O:28].[OH2:23]>>[CH2:1]([CH3:2])[O:3][C:4](=[O:5])[C:6]1([CH2:19][CH2:20][CH:21]=[O:23])[CH2:7][CH2:8][N:9]([C:12](=[O:13])[O:14][C:15]([CH3:16])([CH3:17])[CH3:18])[CH2:10][CH2:11]1. Reactants: C=CCn1cnc2[nH]c(=O)[nH]c(=O)c21, CCCCCI, [Na+], [Na+], O=C([O-])[O-], CN(C)C=O. Product: C=CCn1cnc2c1c(=O)[nH]c(=O)n2CCCCC. RXN SMILES: [CH2:1]([CH:2]=[CH2:3])[n:4]1[cH:5][n:6][c:7]2[nH:8][c:9](=[O:14])[nH:10][c:11](=[O:13])[c:12]12.[CH2:21]([CH2:22][CH2:23][CH2:24][CH3:25])[I:26].[Na+:15].[Na+:16].[O-:17][C:18](=[O:19])[O-:20].[O:27]=[CH:28][N:29]([CH3:30])[CH3:31]>>[CH2:1]([CH:2]=[CH2:3])[n:4]1[cH:5][n:6][c:7]2[n:8]([CH2:21][CH2:22][CH2:23][CH2:24][CH3:25])[c:9](=[O:14])[nH:10][c:11](=[O:13])[c:12]12. The reactants are ClCCl, CN(C)C=O, O=C(O)C(CC1CCCC1)c1ccc(Cl)c(Cl)c1, CCN(C(C)C)C(C)C, O=C(Cl)C(=O)Cl, Nc1ccc(C(F)(F)F)cn1, C1CCOC1, O. Yields the product O=C(Nc1ccc(C(F)(F)F)cn1)C(CC1CCCC1)c1ccc(Cl)c(Cl)c1. RXN SMILES: [CH2:45]([Cl:46])[Cl:47].[CH3:48][N:49]([CH3:50])[CH:51]=[O:52].[CH:1]1([CH2:6][CH:7]([C:8](=[O:9])[OH:10])[c:11]2[cH:12][c:13]([Cl:18])[c:14]([Cl:17])[cH:15][cH:16]2)[CH2:2][CH2:3][CH2:4][CH2:5]1.[CH:25]([N:26]([CH2:27][CH3:28])[CH:29]([CH3:30])[CH3:31])([CH3:32])[CH3:33].[Cl:19][C:20]([C:21]([Cl:22])=[O:23])=[O:24].[F:34][C:35]([c:36]1[cH:37][cH:38][c:39]([NH2:42])[n:40][cH:41]1)([F:43])[F:44].[O:53]1[CH2:54][CH2:55][CH2:56][CH2:57]1.[OH2:58]>>[CH:1]1([CH2:6][CH:7]([C:8](=[O:10])[NH:42][c:39]2[cH:38][cH:37][c:36]([C:35]([F:34])([F:43])[F:44])[cH:41][n:40]2)[c:11]2[cH:12][c:13]([Cl:18])[c:14]([Cl:17])[cH:15][cH:16]2)[CH2:2][CH2:3][CH2:4][CH2:5]1. RXN SMILES: [N:1]1([C:7]2[CH:12]=[CH:11][CH:10]=[CH:9][C:8]=2[NH:13][C:14]([C:16]2[O:17][C:18]([C:21]#[N:22])=[CH:19][CH:20]=2)=[O:15])[CH2:6][CH2:5][CH2:4][CH2:3][CH2:2]1>C1C=CC=CC=1.C(O)C>[O:15]=[C:14]1[C:16]2[O:17][C:18]([C:21]#[N:22])=[CH:19][C:20]=2[C:9]2[CH:10]=[CH:11][CH:12]=[C:7]([N:1]3[CH2:6][CH2:5][CH2:4][CH2:3][CH2:2]3)[C:8]=2[NH:13]1. Reactants: N1(CCCCC1)C1=C(C=CC=C1)NC(=O)C=1OC(=CC1)C#N (5-Cyano-furan-2-carboxylic acid (2-piperidin-1-yl-phenyl)-amide). Procedure details: 5-Cyano-furan-2-carboxylic acid (2-piperidin-1-yl-phenyl)-amide (200 mg) is dissolved in a mixture of benzene (180 mL) and ethanol (20 mL). The solution is irradiated with a 100 W high pressure Hg Lamp at room temperature for 10 h, according to the method described by Kanoka and Itoh [Synthesis, 36 (1972)]. The solvent is removed in vacuo and the residue is purified by preparative thin layer chromatography (“TLC”) (silica gel) to yield the pure product. The solvent is C1=CC=CC=C1 (benzene), C(C)O (ethanol). Yields the product O=C1NC=2C(=CC=CC2C2=C1OC(=C2)C#N)N2CCCCC2 (4-Oxo-6-piperidin-1-yl-4,5-dihydro-furo[2,3-c]quinoline-2-carbonitrile). Reactants: ClC1=NC=CN=C1Cl (2,3-dichloropyrazine), C(C1=CC=CC=C1)N1CC(NCC1)C (1-benzyl-3-methylpiperazine), C(=O)([O-])[O-].[K+].[K+] (K2CO3). Solvent: C(C)#N (acetonitrile), CCOCC (ether). Run at temperature 115 celsius, time 17 hour. The product is ClC=1C(=NC=CN1)N1C(CN(CC1)CC1=CC=CC=C1)C (3-Chloro-2-(4-benzyl-2-methyl-1-piperazinyl)pyrazine). The yield is 28.0%. Reaction SMILES: Cl[C:2]1[C:7]([Cl:8])=[N:6][CH:5]=[CH:4][N:3]=1.[CH2:9]([N:16]1[CH2:21][CH2:20][NH:19][CH:18]([CH3:22])[CH2:17]1)[C:10]1[CH:15]=[CH:14][CH:13]=[CH:12][CH:11]=1.C([O-])([O-])=O.[K+].[K+]>C(#N)C.CCOCC>[Cl:8][C:7]1[C:2]([N:19]2[CH2:20][CH2:21][N:16]([CH2:9][C:10]3[CH:11]=[CH:12][CH:13]=[CH:14][CH:15]=3)[CH2:17][CH:18]2[CH3:22])=[N:3][CH:4]=[CH:5][N:6]=1 |f:2.3.4|. Procedure details: A mixture of 2,3-dichloropyrazine (0.332 g, 2.23 mmol), 1-benzyl-3-methylpiperazine* (0.423 g, 2.23 mmol), and K2CO3 (0.339 g, 2.45 mmol) in acetonitrile (2.5 mL) was stirred at 115° C. for 17 h in a sealed tube. The reaction mixture was diluted with ether, filtered, and concentrated. The brownish oily residue was purified by chromatography on silica gel using n-hexane/EtOAc (7:3) as eluent to give 0.19 g (28%) of the title product as a viscous oil that was sufficiently pure for the next step.